Dataset: the Open Reaction Database (ORD), a public repository of structured organic reaction records. Task: describe an organic reaction: reactants, conditions, products, and yield Reactants: N1=CC=C(C=C1)C1=C2N(C3=CC(=CC=C13)O)CCCCC2 (7,8,9,10-tetrahydro-11-(4-pyridyl)-6H-azepino[1,2-a]indole-3-ol), C(C)OC(C(C)(C)Br)=O (2-bromo-2-methyl-propanoic acid ethylester). The product is C(C)OC(C(C)(C)OC1=CC=C2C(=C3N(C2=C1)CCCCC3)C3=CC=NC=C3)=O (2-[7,8,9,10-Tetrahydro-11-(4-pyridyl)-6H-azepino[1,2-a]indole-3-yloxy]-2-methyl-propanoic acid ethylester). As a reaction SMILES: [N:1]1[CH:6]=[CH:5][C:4]([C:7]2[C:15]3[C:10](=[CH:11][C:12]([OH:16])=[CH:13][CH:14]=3)[N:9]3[CH2:17][CH2:18][CH2:19][CH2:20][CH2:21][C:8]=23)=[CH:3][CH:2]=1.[CH2:22]([O:24][C:25](=[O:30])[C:26](Br)([CH3:28])[CH3:27])[CH3:23]>>[CH2:22]([O:24][C:25](=[O:30])[C:26]([O:16][C:12]1[CH:11]=[C:10]2[C:15]([C:7]([C:4]3[CH:5]=[CH:6][N:1]=[CH:2][CH:3]=3)=[C:8]3[CH2:21][CH2:20][CH2:19][CH2:18][CH2:17][N:9]32)=[CH:14][CH:13]=1)([CH3:28])[CH3:27])[CH3:23]. Procedure details: The above compound was prepared from 7,8,9,10-tetrahydro-11-(4-pyridyl)-6H-azepino[1,2-a]indole-3-ol and 2-bromo-2-methyl-propanoic acid ethylester using a procedure analogous to that of Example 10.